This data is from the Open Reaction Database (ORD), a public repository of structured organic reaction records. The task is: describe an organic reaction: reactants, conditions, products, and yield The product is C(C1=CC=CC=C1)(=O)C1=C(C=CC=C1)N=NC(C(=O)OCC)Cl (ethyl (2-benzoylphenyl)azochloroacetate). Starting materials: N(=O)[O-].[Na+] (sodium nitrite), 15.0, NC1=C(C(=O)C2=CC=CC=C2)C=CC=C1 (2-aminobenzophenone), Cl (hydrochloric acid), 15.0, ethyl β-chloroacetoacetate, C(C)(=O)[O-].[K+] (potassium acetate), 160, C(C)O (ethanol). RXN SMILES: [NH2:1][C:2]1[CH:15]=[CH:14][CH:13]=[CH:12][C:3]=1[C:4]([C:6]1[CH:11]=[CH:10][CH:9]=[CH:8][CH:7]=1)=[O:5].[ClH:16].[N:17]([O-])=O.[Na+].[C:21]([O-:24])(=[O:23])[CH3:22].[K+].[CH2:26](O)[CH3:27]>O.C(O)(=O)C>[C:4]([C:3]1[CH:12]=[CH:13][CH:14]=[CH:15][C:2]=1[N:1]=[N:17][CH:22]([Cl:16])[C:21]([O:24][CH2:26][CH3:27])=[O:23])(=[O:5])[C:6]1[CH:11]=[CH:10][CH:9]=[CH:8][CH:7]=1 |f:2.3,4.5|. Procedure: To a mixture of 15.0 parts of 2-aminobenzophenone, 45 volume parts of acetic acid and 2 volume parts of concentrated hydrochloric acid, a solution of 5.6 parts of sodium nitrite in 16 volume parts of water is added dropwise under ice-cooling and stirring. The mixture is then added dropwise to a solution of 15.0 parts of ethyl β-chloroacetoacetate and 20 parts of potassium acetate in a mixture of 160 volume parts of ethanol and 35 volume parts of water. After 15 minutes precipitated crystals are ... Run in O (water), C(C)(=O)O (acetic acid), O (water). Reactants: Example 1B, N (ammonia), C(C)O (ethanol), S(=O)(=O)(O)[O-].C(C(C)(C)C)C1=C(S[S+]=C1)C(C)(C)C (4-neopentyl-3-tertiarybutyl 1,2-dithiolium hydrogen sulfate), N (ammonia). The product is C(C)OC1(SSC=C1CC(C)(C)C)C(C)(C)C (3-ethoxy-3-t-butyl-4-neopentyl 1,2-dithiole). Isolated yield 61.0%. As a reaction SMILES: S([O-])(O)(=O)=O.[CH2:6]([C:11]1[CH:15]=[S+:14][S:13][C:12]=1[C:16]([CH3:19])([CH3:18])[CH3:17])[C:7]([CH3:10])([CH3:9])[CH3:8].N.[CH2:21]([OH:23])[CH3:22]>>[CH2:21]([O:23][C:12]1([C:16]([CH3:19])([CH3:18])[CH3:17])[C:11]([CH2:6][C:7]([CH3:10])([CH3:9])[CH3:8])=[CH:15][S:14][S:13]1)[CH3:22] |f:0.1|. Procedure details: Into a mixture of 32 grams of Example 1B, i.e., 4-neopentyl-3-tertiarybutyl 1,2-dithiolium hydrogen sulfate, and 300 cc of ethanol was introduced dry ammonia gas until the mixture was saturated. During the reaction, the mixture was kept at a temperature below 18° C. After the introduction of ammonia gas was completed, the mixture was stirred for an additional hour at room temperature. The solid, which precipitated during the reaction, was filtered off. After removal of the ethanol from the filtr... Starting materials: C1CCOC1, C[Si](C)(C)[N-][Si](C)(C)C, COCCBr, [K+], CCOC(=O)c1sc2nccnc2c1N. Product: CCOC(=O)c1sc2nccnc2c1NCCOC. RXN SMILES: [CH2:31]1[O:32][CH2:33][CH2:34][CH2:35]1.[CH3:16][Si:17]([N-:18][Si:19]([CH3:20])([CH3:21])[CH3:22])([CH3:23])[CH3:24].[CH3:26][O:27][CH2:28][CH2:29][Br:30].[K+:25].[NH2:1][c:2]1[c:3]([C:11](=[O:12])[O:13][CH2:14][CH3:15])[s:4][c:5]2[n:6][cH:7][cH:8][n:9][c:10]12>>[NH:1]([c:2]1[c:3]([C:11](=[O:12])[O:13][CH2:14][CH3:15])[s:4][c:5]2[n:6][cH:7][cH:8][n:9][c:10]12)[CH2:29][CH2:28][O:27][CH3:26]. Reactants: CSC1=C(C(=O)OC)C=C(C=C1)[N+](=O)[O-] (methyl 2-methylthio-5-nitrobenzoate), O (water), C(C)(=O)O (acetic acid). The reagents and catalysts are [Fe] (iron). Run in C(C)(=O)OCC.CCCCCC (ethyl acetate hexane). Reaction conditions: temperature 90 celsius, time 30 minute. Product: CSC1=C(C(=O)OC)C=C(C=C1)N (methyl 2-methylthio-5-aminobenzoate). Reaction SMILES: [CH3:1][S:2][C:3]1[CH:12]=[CH:11][C:10]([N+:13]([O-])=O)=[CH:9][C:4]=1[C:5]([O:7][CH3:8])=[O:6].C(O)(=O)C.O>[Fe].C(OCC)(=O)C.CCCCCC>[CH3:1][S:2][C:3]1[CH:12]=[CH:11][C:10]([NH2:13])=[CH:9][C:4]=1[C:5]([O:7][CH3:8])=[O:6] |f:4.5|. Reported procedure: Combine methyl 2-methylthio-5-nitrobenzoate (2.9 g, 12.7 mmol) and glacial acetic acid (100 mL). Heat to 90° C. Add iron powder (5 g) and water (20 mL) over about 10 minutes. After 30 minutes, the reaction mixture was filtered while still hot and diluted with water (500 mL). Extract the reaction mixture with ethyl acetate. Dry the organic layer over MgSO4, filter, and evaporate in vacuo to give a residue. Chromatograph the residue on silica gel eluting with 20% ethyl acetate/hexane to give methy... Reactants: O=C1CCC(=O)N1Br, O=C(OOC(=O)c1ccccc1)c1ccccc1, ClC(Cl)(Cl)Cl, COC(=O)c1cc(F)ccc1C. Product: COC(=O)c1cc(F)ccc1CBr. As a reaction SMILES: [Br:13][N:14]1[C:15](=[O:16])[CH2:17][CH2:18][C:19]1=[O:20].[C:21]([O:22][O:23][C:24](=[O:25])[c:26]1[cH:27][cH:28][cH:29][cH:30][cH:31]1)(=[O:32])[c:33]1[cH:34][cH:35][cH:36][cH:37][cH:38]1.[Cl:39][C:40]([Cl:41])([Cl:42])[Cl:43].[F:1][c:2]1[cH:3][cH:4][c:5]([CH3:12])[c:6]([C:7](=[O:8])[O:9][CH3:10])[cH:11]1>>[F:1][c:2]1[cH:3][cH:4][c:5]([CH2:12][Br:13])[c:6]([C:7](=[O:8])[O:9][CH3:10])[cH:11]1. The reactants are CCOC(C)=O, CCO, ClCCl, Cl, CN1C(C)(C)CN(c2cc(F)ccc2C#N)S1(=O)=O. The product is CN1C(C)(C)CN(c2cc(F)ccc2CN)S1(=O)=O. As a reaction SMILES: [CH3:24][CH2:25][O:26][C:27](=[O:28])[CH3:29].[CH3:30][CH2:31][OH:32].[Cl:21][CH2:22][Cl:23].[ClH:20].[F:1][c:2]1[cH:3][c:4]([N:10]2[S:11](=[O:18])(=[O:19])[N:12]([CH3:17])[C:13]([CH3:15])([CH3:16])[CH2:14]2)[c:5]([C:6]#[N:7])[cH:8][cH:9]1>>[F:1][c:2]1[cH:3][c:4]([N:10]2[S:11](=[O:18])(=[O:19])[N:12]([CH3:17])[C:13]([CH3:15])([CH3:16])[CH2:14]2)[c:5]([CH2:6][NH2:7])[cH:8][cH:9]1.